Dataset: the Open Reaction Database (ORD), a public repository of structured organic reaction records. Task: describe an organic reaction: reactants, conditions, products, and yield Starting materials: [N+](=O)([O-])C=1C=C(C=CC1OC)C=1OC2=C(N1)C=C(C=C2)Br (2-(3-nitro-4-methoxyphenyl)-5-bromobenzoxazole), ClC1=C(C=C(C=C1)B(O)O)C (4-chloro-3-methylphenylboronic acid). The product is [N+](=O)([O-])C=1C=C(C=CC1OC)C=1OC2=C(N1)C=C(C=C2)C2=CC(=C(C=C2)Cl)C (2-(3-Nitro-4-methoxyphenyl)-5-(3-methyl-4-chlorophenyl)benzoxazole). RXN SMILES: [N+:1]([C:4]1[CH:5]=[C:6]([C:12]2[O:13][C:14]3[CH:20]=[CH:19][C:18](Br)=[CH:17][C:15]=3[N:16]=2)[CH:7]=[CH:8][C:9]=1[O:10][CH3:11])([O-:3])=[O:2].[Cl:22][C:23]1[CH:28]=[CH:27][C:26](B(O)O)=[CH:25][C:24]=1[CH3:32]>>[N+:1]([C:4]1[CH:5]=[C:6]([C:12]2[O:13][C:14]3[CH:20]=[CH:19][C:18]([C:26]4[CH:27]=[CH:28][C:23]([Cl:22])=[C:24]([CH3:32])[CH:25]=4)=[CH:17][C:15]=3[N:16]=2)[CH:7]=[CH:8][C:9]=1[O:10][CH3:11])([O-:3])=[O:2]. Procedure: Prepared by the method of Example 15d), from 2-(3-nitro-4-methoxyphenyl)-5-bromobenzoxazole (200 mg, 0.57 mmol) and 4-chloro-3-methylphenylboronic acid (145 mg, 0.85 mmol) the subtitle compound was obtained (85 mg, 25%). MS 395 m/z (M+H)+. Reaction conditions: temperature -20 celsius, time 1 hour. As a reaction SMILES: S(Cl)(C)(=O)=O.[CH3:6][O:7]/[N:8]=[C:9](/[C:13]1[NH:14][N:15]([NH:18][C:19]([C:32]2[CH:37]=[CH:36][CH:35]=[CH:34][CH:33]=2)([C:26]2[CH:31]=[CH:30][CH:29]=[CH:28][CH:27]=2)[C:20]2[CH:25]=[CH:24][CH:23]=[CH:22][CH:21]=2)[S:16][CH:17]=1)\[C:10]([OH:12])=O.C(N(CC)C(C)C)(C)C.[NH2:47][C@@H:48]1[C:72](=[O:73])[N:50]2[C:51]([C:60]([O:62][CH2:63][C:64]3[CH:69]=[CH:68][C:67]([O:70][CH3:71])=[CH:66][CH:65]=3)=[O:61])=[C:52]([C@@H:55]3[CH2:59][CH2:58][CH2:57][O:56]3)[CH2:53][S:54][C@H:49]12>ClCCl.N1C=CC=CC=1>[CH3:6][O:7]/[N:8]=[C:9](/[C:13]1[NH:14][N:15]([NH:18][C:19]([C:20]2[CH:21]=[CH:22][CH:23]=[CH:24][CH:25]=2)([C:32]2[CH:37]=[CH:36][CH:35]=[CH:34][CH:33]=2)[C:26]2[CH:31]=[CH:30][CH:29]=[CH:28][CH:27]=2)[S:16][CH:17]=1)\[C:10]([NH:47][C@@H:48]1[C:72](=[O:73])[N:50]2[C:51]([C:60]([O:62][CH2:63][C:64]3[CH:69]=[CH:68][C:67]([O:70][CH3:71])=[CH:66][CH:65]=3)=[O:61])=[C:52]([C@@H:55]3[CH2:59][CH2:58][CH2:57][O:56]3)[CH2:53][S:54][C@H:49]12)=[O:12]. Starting materials: S(=O)(=O)(C)Cl (Mesyl chloride), CO\N=C(/C(=O)O)\C=1NN(SC1)NC(C1=CC=CC=C1)(C1=CC=CC=C1)C1=CC=CC=C1 (2-(Z)-methoxyimino-2-(2-tritylaminothiadiazol-4-yl)acetic acid), C(C)(C)N(C(C)C)CC (N,N-diisopropylethylamine), ice, N[C@H]1[C@@H]2N(C(=C(CS2)[C@H]2OCCC2)C(=O)OCC2=CC=C(C=C2)OC)C1=O (4-methoxybenzyl (6R,7R)-7-amino-3-[(S)-tetrahydrofuran-2-yl]ceph-3-em-4-carboxylate). Run in ClCCl (dichloromethane), ClCCl (dichloromethane), N1=CC=CC=C1 (pyridine). Procedure: Mesyl chloride (65μl) was added to 2-(Z)-methoxyimino-2-(2-tritylaminothiadiazol-4-yl)acetic acid (370mg) and N,N-diisopropylethylamine (146μl) in dichloromethane (5ml) at -20° C. The reaction mixture was stirred at -20° C. for 1 hour then added to an ice cold solution of 4-methoxybenzyl (6R,7R)-7-amino-3-[(S)-tetrahydrofuran-2-yl]ceph-3-em-4-carboxylate (335mg) and pyridine (70μl) in dichloromethane (5ml). The reaction was stirred for 1 hour, concentrated and flash chromatographed on silica gel... Product: CO\N=C(/C(=O)N[C@H]1[C@@H]2N(C(=C(CS2)[C@H]2OCCC2)C(=O)OCC2=CC=C(C=C2)OC)C1=O)\C=1NN(SC1)NC(C1=CC=CC=C1)(C1=CC=CC=C1)C1=CC=CC=C1 (4-Methoxybenzyl (6R,7R)-7-[2-(Z)-Methoxyimino-2-(2-tritylaminothiadiazol-4-yl)acetamido]-3-[(S)-tetrahydrofuran-2-yl]ceph-3-em-4-carboxylate). Yield: 44.2%. Starting materials: CCN, CO, FC(F)(F)Oc1ccc(C2CCc3c(Cl)nc(Cl)nc32)cc1. The product is CCNc1nc(Cl)nc2c1CCC2c1ccc(OC(F)(F)F)cc1. As a reaction SMILES: [CH3:23][CH2:24][NH2:25].[CH3:26][OH:27].[Cl:1][c:2]1[n:3][c:4]([Cl:22])[c:5]2[c:6]([n:7]1)[CH:8]([c:11]1[cH:12][cH:13][c:14]([O:17][C:18]([F:19])([F:20])[F:21])[cH:15][cH:16]1)[CH2:9][CH2:10]2>>[Cl:1][c:2]1[n:3][c:4]([NH:25][CH2:24][CH3:23])[c:5]2[c:6]([n:7]1)[CH:8]([c:11]1[cH:12][cH:13][c:14]([O:17][C:18]([F:19])([F:20])[F:21])[cH:15][cH:16]1)[CH2:9][CH2:10]2. Reactants: [BH4-].[Na+] (Sodium borohydride), CO (MeOH), COC(COCC#CCN1[C@H](CCCC1=O)CCC(CC1=CC(=CC=C1)Cl)=O)=O ((4-{(R)-2-[4-(3-chlorophenyl)-3-oxo-butyl]-6-oxo-piperidin-1-yl}-but-2-ynyloxy)-acetic acid methyl ester). The solvent is C(Cl)Cl (CH2Cl2). Product: COC(COCC#CCN1[C@H](CCCC1=O)CCC(CC1=CC(=CC=C1)Cl)O)=O ((4-{(R)-2-[4-(3-Chlorophenyl)-3-hydroxy-butyl]-6-oxo-piperidin-1-yl}-but-2-ynyloxy)-acetic Acid Methyl Ester). Yield: 90.9%. RXN SMILES: [BH4-].[Na+].CO.[CH3:5][O:6][C:7](=[O:33])[CH2:8][O:9][CH2:10][C:11]#[C:12][CH2:13][N:14]1[C:19](=[O:20])[CH2:18][CH2:17][CH2:16][C@@H:15]1[CH2:21][CH2:22][C:23](=[O:32])[CH2:24][C:25]1[CH:30]=[CH:29][CH:28]=[C:27]([Cl:31])[CH:26]=1>C(Cl)Cl>[CH3:5][O:6][C:7](=[O:33])[CH2:8][O:9][CH2:10][C:11]#[C:12][CH2:13][N:14]1[C:19](=[O:20])[CH2:18][CH2:17][CH2:16][C@@H:15]1[CH2:21][CH2:22][CH:23]([OH:32])[CH2:24][C:25]1[CH:30]=[CH:29][CH:28]=[C:27]([Cl:31])[CH:26]=1 |f:0.1|. Reported procedure: Sodium borohydride (2 mg, 0.053 mmol) followed by MeOH (0.1 mL) was added to a solution of (4-{(R)-2-[4-(3-chlorophenyl)-3-oxo-butyl]-6-oxo-piperidin-1-yl}-but-2-ynyloxy)-acetic acid methyl ester (5 mg, 0.012 mmol) in CH2Cl2 (0.3 mL) at 0° C. After 10 min at 0° C. the reaction was quenched with aqueous HCl (0.25 M, 3 mL). The reaction mixture was extracted with CH2Cl2 (3×4 mL), then the combined extracts were dried (MgSO4), filtered and concentrated in vacuo. Purification of the residue by flash... The reactants are N[C@@H]1[C@@H](CCCC1)NC1=CC(=C(C#N)C=C1)NC1=NC(=CC(=C1)C)C (rel-4-{[(1R,2S)-2-aminocyclohexyl]amino}-2-[(4,6-dimethylpyridin-2-yl)amino]benzonitrile), [OH-].[Na+] (sodium hydroxide), OO (hydrogen peroxide). Run in CS(=O)C (DMSO). Run at temperature 35 celsius, time 40 minute. The product is N[C@@H]1[C@@H](CCCC1)NC1=CC(=C(C(=O)N)C=C1)NC1=NC(=CC(=C1)C)C (rel-4-{[(1R,2S)-2-aminocyclohexyl]amino}-2-[(4,6-dimethylpyridin-2-yl)amino]benzamide). RXN SMILES: [NH2:1][C@H:2]1[CH2:7][CH2:6][CH2:5][CH2:4][C@H:3]1[NH:8][C:9]1[CH:16]=[CH:15][C:12]([C:13]#[N:14])=[C:11]([NH:17][C:18]2[CH:23]=[C:22]([CH3:24])[CH:21]=[C:20]([CH3:25])[N:19]=2)[CH:10]=1.[OH-:26].[Na+].OO>CS(C)=O>[NH2:1][C@H:2]1[CH2:7][CH2:6][CH2:5][CH2:4][C@H:3]1[NH:8][C:9]1[CH:16]=[CH:15][C:12]([C:13]([NH2:14])=[O:26])=[C:11]([NH:17][C:18]2[CH:23]=[C:22]([CH3:24])[CH:21]=[C:20]([CH3:25])[N:19]=2)[CH:10]=1 |f:1.2|. Procedure details: To a mixture of rel-4-{[(1R,2S)-2-aminocyclohexyl]amino}-2-[(4,6-dimethylpyridin-2-yl)amino]benzonitrile (70 mg, 0.21 mmol) and sodium hydroxide (4.0 M in water, 0.25 mL, 1.0 mmol) in DMSO (2.5 mL) was added hydrogen peroxide (30% aqueous solution, 0.10 mL, 0.98 mmol). The reaction mixture was heated to 35° C. After 40 minutes, the reaction mixture was filtered and purified via reverse phase HPLC (acetonitrile/water with 0.1% TFA, linear gradient) to give rel-4-{[(1R,2S)-2-aminocyclohexyl]amino}... Yields the product N1C(CCCC1)P(OC1=CC=CC=C1)(=O)OC1=CC=CC=C1 (diphenyl piperidine-2-phosphonate). The reactants are P(OC1=CC=CC=C1)(OC1=CC=CC=C1)[O-] (diphenyl phosphite), N=1CCCCC1 (2,3,4,5-tetrahydropyridine), P(OC1=CC=CC=C1)(OC1=CC=CC=C1)[O-] (diphenyl phosphite), diethyl ester, N1C(CCCC1)P(O)(O)=O ((2-Piperidyl) Phosphonic Acid). Reported procedure: This compound was prepared from the trimer of 2,3,4,5-tetrahydropyridine and diphenyl phosphite using the procedure previously described for the synthesis of the diethyl ester (Solodenko, V. A., Kukhar, V. P., Synthesis of DL-(2-Piperidyl) Phosphonic Acid, Zh. Obsh. Khim. 1987, 57, 2392). A mixture of the trimer (10 mmol, 2.5 g) and diphenyl phosphite (30 mmol, 7.0 g) was heated for 1.5 h at 100° C. under argon. The resulted crude diphenyl piperidine-2-phosphonate was dissolved in 100 mL of dry ... Reaction SMILES: [N:1]1[CH2:2][CH2:3][CH2:4][CH2:5][CH:6]=1.[P:7]([O-:22])([O:15][C:16]1[CH:21]=[CH:20][CH:19]=[CH:18][CH:17]=1)[O:8][C:9]1[CH:14]=[CH:13][CH:12]=[CH:11][CH:10]=1.N1CCCCC1P(=O)(O)O>>[NH:1]1[CH2:2][CH2:3][CH2:4][CH2:5][CH:6]1[P:7]([O:15][C:16]1[CH:21]=[CH:20][CH:19]=[CH:18][CH:17]=1)(=[O:22])[O:8][C:9]1[CH:10]=[CH:11][CH:12]=[CH:13][CH:14]=1. Reaction conditions: temperature 100 celsius. Isolated yield 41.0%.